describe an organic reaction: reactants, conditions, products, and yield From a dataset of the Open Reaction Database (ORD), a public repository of structured organic reaction records. Starting materials: CC(C)(Cc1cccc(CC(=O)O)c1)NCC(O[Si](C)(C)C(C)(C)C)c1ccc(O)c(CO)c1, NCCCN1CCCC1. Product: CC(C)(Cc1cccc(CC(=O)NCCCN2CCCC2)c1)NCC(O[Si](C)(C)C(C)(C)C)c1ccc(O)c(CO)c1. As a reaction SMILES: [C:1]([CH3:2])([CH3:3])([CH3:4])[Si:5]([O:6][CH:7]([CH2:8][NH:9][C:10]([CH2:11][c:12]1[cH:13][c:14]([CH2:18][C:19](=[O:20])[OH:21])[cH:15][cH:16][cH:17]1)([CH3:22])[CH3:23])[c:24]1[cH:25][c:26]([CH2:31][OH:32])[c:27]([OH:30])[cH:28][cH:29]1)([CH3:33])[CH3:34].[N:35]1([CH2:40][CH2:41][CH2:42][NH2:43])[CH2:36][CH2:37][CH2:38][CH2:39]1>>[C:1]([CH3:2])([CH3:3])([CH3:4])[Si:5]([O:6][CH:7]([CH2:8][NH:9][C:10]([CH2:11][c:12]1[cH:13][c:14]([CH2:18][C:19](=[O:21])[NH:43][CH2:42][CH2:41][CH2:40][N:35]2[CH2:36][CH2:37][CH2:38][CH2:39]2)[cH:15][cH:16][cH:17]1)([CH3:22])[CH3:23])[c:24]1[cH:25][c:26]([CH2:31][OH:32])[c:27]([OH:30])[cH:28][cH:29]1)([CH3:33])[CH3:34].